From a dataset of the Open Reaction Database (ORD), a public repository of structured organic reaction records. describe an organic reaction: reactants, conditions, products, and yield Starting materials: ClC=1C=NC=C(C1SC1=C(C=C(S1)C(=O)O)[N+](=O)[O-])Cl (5-[(3,5-dichloro-4-pyridyl)sulfanyl]-4-nitro-thiophene-2-carboxylic acid), CS(=O)(=O)C=1C=C(C=CC1)CN ((3-methylsulfonylphenyl)methanamine). Yields the product ClC=1C=NC=C(C1SC1=C(C=C(S1)C(=O)NCC1=CC(=CC=C1)S(=O)(=O)C)[N+](=O)[O-])Cl (5-((3,5-dichloropyridin-4-yl)thio)-N-(3-(methylsulfonyl)benzyl)-4-nitrothiophene-2-carboxamide), solid. Yield: 44.0%. Reaction SMILES: [Cl:1][C:2]1[CH:3]=[N:4][CH:5]=[C:6]([Cl:20])[C:7]=1[S:8][C:9]1[S:13][C:12]([C:14]([OH:16])=O)=[CH:11][C:10]=1[N+:17]([O-:19])=[O:18].[CH3:21][S:22]([C:25]1[CH:26]=[C:27]([CH2:31][NH2:32])[CH:28]=[CH:29][CH:30]=1)(=[O:24])=[O:23]>>[Cl:20][C:6]1[CH:5]=[N:4][CH:3]=[C:2]([Cl:1])[C:7]=1[S:8][C:9]1[S:13][C:12]([C:14]([NH:32][CH2:31][C:27]2[CH:28]=[CH:29][CH:30]=[C:25]([S:22]([CH3:21])(=[O:24])=[O:23])[CH:26]=2)=[O:16])=[CH:11][C:10]=1[N+:17]([O-:19])=[O:18]. Reported procedure: Prepared according to the procedure described for example 44 from 5-[(3,5-dichloro-4-pyridyl)sulfanyl]-4-nitro-thiophene-2-carboxylic acid (35 mg, 0.1 mmol) and (3-methylsulfonylphenyl)methanamine (22.0 mg, 0.12 mmol). The title compound was obtained as a solid (22.8 mg, 44% yield). MS m/z: 517.95, 519.95 [M+H]+.